This data is from the Open Reaction Database (ORD), a public repository of structured organic reaction records. The task is: describe an organic reaction: reactants, conditions, products, and yield Reactants: OCCNc1ccc2ncc(Br)n2n1, CCOCC, CCCCC=CB(O)O, Cl. The product is Cl, CCCCC=Cc1cnc2ccc(NCCO)nn12. Reaction SMILES: [Br:1][c:2]1[cH:3][n:4][c:5]2[n:6]1[n:7][c:8]([NH:11][CH2:12][CH2:13][OH:14])[cH:9][cH:10]2.[CH3:25][CH2:26][O:27][CH2:28][CH3:29].[CH:15](=[CH:16][CH2:17][CH2:18][CH2:19][CH3:20])[B:21]([OH:22])[OH:23].[ClH:24]>>[ClH:24].[c:2]1([CH:15]=[CH:16][CH2:17][CH2:18][CH2:19][CH3:20])[cH:3][n:4][c:5]2[n:6]1[n:7][c:8]([NH:11][CH2:12][CH2:13][OH:14])[cH:9][cH:10]2. The reactants are C(#N)C1=C(C=CC=C1)C1=CC=C(C=C1)CNC1=C(C(=O)OC)C=CC=C1NC(=O)OC (methyl 2-[(2′-cyanobiphenyl-4-yl)methylamino]-3-methoxycarbonylaminobenzoate), C[O-].[Na+] (NaOMe), Cl (HCl). Run in CO (methanol). The product is C(#N)C1=C(C=CC=C1)C1=CC=C(C=C1)CN1C(NC2=C1C(=CC=C2)C(=O)OC)=O (Methyl 1-[(2′-cyanobiphenyl-4-yl)methyl]-2-oxo-2,3-dihydrobenzimidazole-7-carboxylate). Yield: 89.5%. As a reaction SMILES: [C:1]([C:3]1[CH:8]=[CH:7][CH:6]=[CH:5][C:4]=1[C:9]1[CH:14]=[CH:13][C:12]([CH2:15][NH:16][C:17]2[C:26]([NH:27][C:28]([O:30]C)=O)=[CH:25][CH:24]=[CH:23][C:18]=2[C:19]([O:21][CH3:22])=[O:20])=[CH:11][CH:10]=1)#[N:2].C[O-].[Na+].Cl>CO>[C:1]([C:3]1[CH:8]=[CH:7][CH:6]=[CH:5][C:4]=1[C:9]1[CH:14]=[CH:13][C:12]([CH2:15][N:16]2[C:17]3[C:18]([C:19]([O:21][CH3:22])=[O:20])=[CH:23][CH:24]=[CH:25][C:26]=3[NH:27][C:28]2=[O:30])=[CH:11][CH:10]=1)#[N:2] |f:1.2|. Procedure: To a solution of methyl 2-[(2′-cyanobiphenyl-4-yl)methylamino]-3-methoxycarbonylaminobenzoate (10.5 g) in methanol (100 ml) was added NaOMe (10 g), and the mixture was heated under reflux for 20 hours. The reaction mixture was neutralized with 1N-HCl and concentrated to dryness. The residue was extracted with chloroform-water. The organic layer was washed with water, dried and evaporated to dryness. The resulting crystals were recrystallized from chloroform-methanol to afford colorless needles (... Starting materials: CC(=C)C1=CC=CC=C1 (α-methylstyrene), Cl (hydrochloric acid), Cl (hydrochloric acid), C1(=CC=C(C=C1)NC(=O)N)C (p-tolylurea). Run in C(C)#N (acetonitrile). Conditions: temperature 20 celsius. The product is CC(C1=CC=CC=C1)(C)NC(=O)NC1=CC=C(C=C1)C (N-(α,α-dimethylbenzyl)-N'-(p-tolyl)urea). Reaction SMILES: [CH3:1][C:2]([C:4]1[CH:9]=[CH:8][CH:7]=[CH:6][CH:5]=1)=[CH2:3].Cl.[C:11]1([CH3:21])[CH:16]=[CH:15][C:14]([NH:17][C:18]([NH2:20])=[O:19])=[CH:13][CH:12]=1>C(#N)C>[CH3:3][C:2]([NH:20][C:18]([NH:17][C:14]1[CH:15]=[CH:16][C:11]([CH3:21])=[CH:12][CH:13]=1)=[O:19])([CH3:1])[C:4]1[CH:9]=[CH:8][CH:7]=[CH:6][CH:5]=1. Reported procedure: 30 ml. of α-methylstyrene was placed in a 200 ml. reactor, and while externally cooling with ice, anhydrous hydrochloric acid was introduced at 0 to 10° C. When the weight of the mixture increased by 1.8 g, the introduction of the hydrochloric acid was stopped. 11.3 g of p-tolylurea and 40 parts of acetonitrile were added, and with stirring, the mixture was heated. After heating it for 4 hours at 40 ± 2° C., the reaction mixture was maintained at 20° C. for 3 days. The precipitated crystals were...